From a dataset of the Open Reaction Database (ORD), a public repository of structured organic reaction records. describe an organic reaction: reactants, conditions, products, and yield Starting materials: FCCBr, COc1ccc(CC(C#N)C#N)cc1, CN(C)C=O, [H-], [Na+]. The product is COc1ccc(CC(C#N)(C#N)CCF)cc1. RXN SMILES: [Br:17][CH2:18][CH2:19][F:20].[CH3:1][O:2][c:3]1[cH:4][cH:5][c:6]([CH2:7][CH:8]([C:9]#[N:10])[C:11]#[N:12])[cH:13][cH:14]1.[CH3:21][N:22]([CH3:23])[CH:24]=[O:25].[H-:15].[Na+:16]>>[CH3:1][O:2][c:3]1[cH:4][cH:5][c:6]([CH2:7][C:8]([C:9]#[N:10])([C:11]#[N:12])[CH2:18][CH2:19][F:20])[cH:13][cH:14]1. The reactants are C1(=CC=CC=C1)C(CCNC)O (1-phenyl-3-(N-methylamino)propan-1-ol), CN1C(CCC1)=O (N-methylpyrrolidone), CC(C)([O-])C.[K+] (potassium t-butoxide), ClC1=CC=C(C=C1)C(F)(F)F (1-chloro-4-trifluoromethylbenzene), ( IV ). The solvent is CS(=O)C (dimethylsulfoxide). The product is CNCCC(C1=CC=CC=C1)OC1=CC=C(C=C1)C(F)(F)F (N-methyl-3-(p-trifluoromethylphenoxy)-3-phenylpropylamine). Isolated yield 85.0%. Reaction SMILES: [C:1]1([CH:7]([OH:12])[CH2:8][CH2:9][NH:10][CH3:11])[CH:6]=[CH:5][CH:4]=[CH:3][CH:2]=1.Cl[C:14]1[CH:19]=[CH:18][C:17]([C:20]([F:23])([F:22])[F:21])=[CH:16][CH:15]=1.CN1CCCC1=O.CC(C)([O-])C.[K+]>CS(C)=O>[CH3:11][NH:10][CH2:9][CH2:8][CH:7]([O:12][C:14]1[CH:19]=[CH:18][C:17]([C:20]([F:23])([F:22])[F:21])=[CH:16][CH:15]=1)[C:1]1[CH:6]=[CH:5][CH:4]=[CH:3][CH:2]=1 |f:3.4|. Reported procedure: An improved process for the preparation in a superior yield of N-methyl-3-(p-trifluoromethylphenoxy)-3-phenylpropylamine of formula (I), ##STR5## or a pharmaceutically acceptable acid addition salt thereof, the said process comprising catalytically hydrogenating 2-benzoyl-1-(N-benzyl-N-methyl)ethylamine base of formula (II), ##STR6## to obtain 1-phenyl-3-(N-methylamino)-propan-1-ol of formula (III), ##STR7## and selectively etherifying the compound of formula (III) with 1-chloro-4-trifluoromethy... The reactants are Br (HBr), C(3) hydroxide, C1=CC(=C2C3=C1C[C@@H]4[C@]5([C@]3(CCN4CC6CC6)[C@@H](O2)C(=O)CC5)O)O (naltrexone), C[N+]1(CC[C@]23[C@@H]4C(=O)CC[C@]2([C@H]1CC5=C3C(=C(C=C5)O)O4)O)CC6CC6.[Br-] (naltrexone methobromide), Br (HBr). Yields the product N[C@@H](CC1=CC=C2C=CC=CC2=C1)C(=O)O (Nal). As a reaction SMILES: Br.C[N+:3]1(CC2CC2)[C@@H:13]2[CH2:14][C:15]3[CH:20]=[CH:19]C(O)=C4O[C@H:7]5[C:8]([CH2:10]C[C@:12]2([OH:23])[C@:6]5([C:16]=34)[CH2:5][CH2:4]1)=O.[Br-].C1C2C[C@H]3N(CC4CC4)CC[C@]45[C@H](C(CC[C@@]34O)=O)[O:47]C(C=25)=C(O)C=1>>[NH2:3][C@H:13]([C:12]([OH:23])=[O:47])[CH2:14][C:15]1[CH:16]=[C:6]2[C:7]([CH:8]=[CH:10][CH:4]=[CH:5]2)=[CH:19][CH:20]=1 |f:1.2|. Reported procedure: The entry for Example 4 in Table 3 represents the effect of the addition of acid (0.1 equiv. HBr). Incorporation of this reagent increased the yield of the product (naltrexone methobromide) to about 77.5% and decreased the side products to about 5.1%. Addition of HBr suppresses the ionization of the C(3) hydroxide (phenolic hydroxide) of naltrexone to form Nal (see Scheme 4) and thereby reduces the chemical reactivity of the C(3) hydroxide toward MeBr. Further, addition of a strong anhydrous aci... Starting materials: BrC(C(=O)OC)=C (methyl 2-bromoacrylate), C1CCOC1 (THF), C(C1=CC=CC=C1)SC(C=O)(C)C (2-benzylthio-2-methylpropionaldehyde), C1CCOC1 (THF), Cl (hydrochloric acid), II (iodine). The reagents and catalysts are [Zn] (zinc). Reaction conditions: time 3 hour. Yields the product C(C1=CC=CC=C1)SC(C)(C)C1CC(C(=O)O1)=C (4-(1-benzylthio-1-methylethyl)-2-methylene-4-butanolide). The yield is 97.0%. As a reaction SMILES: [CH2:1]([S:8][C:9]([CH3:13])([CH3:12])[CH:10]=[O:11])[C:2]1[CH:7]=[CH:6][CH:5]=[CH:4][CH:3]=1.Cl.II.Br[C:18](=[CH2:23])[C:19]([O:21]C)=O.[CH2:24]1COCC1>[Zn]>[CH2:1]([S:8][C:9]([CH:10]1[O:11][C:19](=[O:21])[C:18](=[CH2:23])[CH2:24]1)([CH3:13])[CH3:12])[C:2]1[CH:7]=[CH:6][CH:5]=[CH:4][CH:3]=1. Procedure details: To a solution of 2-benzylthio-2-methylpropionaldehyde (3.26 g) in THF (80 ml), zinc dust (2.56 g) activated with hydrochloric acid and a small amount of iodine were added. To the mixture methyl 2-bromoacrylate (3.00 g) dissolved in THF (20 ml) was added dropwise. The mixture was stirred for 3 hours under ultrasonic irradiation and filtrated by celite. To the filtrate ether was added. The organic layer was washed with water and saturated sodium chloride solution, dried over anhydrous sodium sulfa... The reactants are O1C(CCCC1)OCC1=CC=C(C=C1)[N+](=O)[O-] (4-(2-tetrahydropyranyloxymethyl)nitrobenzene). The reagents and catalysts are [Pd] (Pd/C). Run in C(C)O (ethanol). Conditions: time 24 hour. Yields the product O1C(CCCC1)OCC1=CC=C(N)C=C1 (4-(2-tetrahydropyranyloxymethyl)aniline). Yield: 74.8%. As a reaction SMILES: [O:1]1[CH2:6][CH2:5][CH2:4][CH2:3][CH:2]1[O:7][CH2:8][C:9]1[CH:14]=[CH:13][C:12]([N+:15]([O-])=O)=[CH:11][CH:10]=1>C(O)C.[Pd]>[O:1]1[CH2:6][CH2:5][CH2:4][CH2:3][CH:2]1[O:7][CH2:8][C:9]1[CH:10]=[CH:11][C:12]([NH2:15])=[CH:13][CH:14]=1. Procedure: To a solution of 4-(2-tetrahydropyranyloxymethyl)nitrobenzene (59.7 g, 0.256 mol) in ethanol (EtOH) (300 ml) was added under nitrogen atmosphere at room temperature 10% Pd/C (5.97 g), and catalytic hydrogenation was carried out. The mixture was stirred at room temperature for 24 hours. After the reaction completed, the catalyst was filtered off, and the organic layer was concentrated under reduced pressure. The residue was purified with silica gel column chromatography to give 4-(2-tetrahydropyr... Starting materials: CC1=C(OC2=C1C(=CC=C2)OCCCNCC=2C=NC=CC2)CSCCC2=CC=CC=C2 ([3-(3-methyl-2-phenethylsulfanylmethyl-benzofuran-4-yloxy)-propyl]-pyridin-3-ylmethyl-amine), C1=CC(=CC(=C1)Cl)C(=O)OO (m-CPBA). Run in C(Cl)Cl.C(=O)(C(F)(F)F)O (CH2Cl2 TFA). Reaction conditions: time 2 hour. Product: CC1=C(OC2=C1C(=CC=C2)OCCCNCC=2C=NC=CC2)CS(=O)CCC2=CC=CC=C2 ((RS)-[3-[3-Methyl-2-(2-phenyl-ethylsulfinylmethyl)-benzofuran-4-yloxy]-propyl]-pyridin-3-ylmethyl-amine). The yield is 40.5%. RXN SMILES: [CH3:1][C:2]1[C:6]2[C:7]([O:11][CH2:12][CH2:13][CH2:14][NH:15][CH2:16][C:17]3[CH:18]=[N:19][CH:20]=[CH:21][CH:22]=3)=[CH:8][CH:9]=[CH:10][C:5]=2[O:4][C:3]=1[CH2:23][S:24][CH2:25][CH2:26][C:27]1[CH:32]=[CH:31][CH:30]=[CH:29][CH:28]=1.C1C=C(Cl)C=C(C(OO)=[O:41])C=1>C(Cl)Cl.C(O)(C(F)(F)F)=O>[CH3:1][C:2]1[C:6]2[C:7]([O:11][CH2:12][CH2:13][CH2:14][NH:15][CH2:16][C:17]3[CH:18]=[N:19][CH:20]=[CH:21][CH:22]=3)=[CH:8][CH:9]=[CH:10][C:5]=2[O:4][C:3]=1[CH2:23][S:24]([CH2:25][CH2:26][C:27]1[CH:28]=[CH:29][CH:30]=[CH:31][CH:32]=1)=[O:41] |f:2.3|. Procedure details: To a solution of the compound in Example 56 (20 mg, 0.04 mmol) in CH2Cl2/TFA (8/2) (1 ml) was added m-CPBA (14 mg, 80%, 0.06 mmol) at 0° C. The mixture was stirred for 2 hours at room temperature. The solvent was removed under reduced pressure. The residue was purified over preparative TLC (CH2Cl2/MeOH=100/1) to give the desired compound (7.5 mg, 36%) as a colorless oil. FAB-MS: m/z 463 (MH+); 1H-NMR (CDCl3): δ 1.97 (2H, m), 2.24 (3H, s), 2.81 (2H, t, J=6.9 Hz), 2.88-3.07 (4H, m), 3.77 (2H, s), ...